This data is from the Open Reaction Database (ORD), a public repository of structured organic reaction records. The task is: describe an organic reaction: reactants, conditions, products, and yield Starting materials: O (water), BrC1=C(C=C(C(=C1)F)F)CO ((2-bromo-4,5-difluorophenyl)methanol), C([O-])([O-])=O.[K+].[K+] (potassium carbonate), O (water), NC1=NC2=CC=C(C=C2C(=N1)C(=O)N1CC2=CC=CC=C2C1)B1OC(C(O1)(C)C)(C)C ([2-amino-6-(4,4,5,5-tetramethyl-1,3,2-dioxaborolan-2-yl)quinazolin-4-yl]-(1,3-dihydroisoindol-2-yl)methanone). The reagents and catalysts are C1=CC=C(C=C1)P([C-]2C=CC=C2)C3=CC=CC=C3.C1=CC=C(C=C1)P([C-]2C=CC=C2)C3=CC=CC=C3.Cl[Pd]Cl.[Fe+2] ([1,1′-bis(diphenylphosphino)ferrocene]palladium(II) dichloride). The solvent is C(C)O (ethanol). Reaction conditions: temperature 120 celsius. The product is NC1=NC2=CC=C(C=C2C(=N1)C(=O)N1CC2=CC=CC=C2C1)C1=C(C=C(C(=C1)F)F)CO ([2-Amino-6-[4,5-difluoro-2-(hydroxymethyl)phenyl]quinazolin-4-yl]isoindolin-2-ylmethanone). Reaction SMILES: Br[C:2]1[CH:7]=[C:6]([F:8])[C:5]([F:9])=[CH:4][C:3]=1[CH2:10][OH:11].C(=O)([O-])[O-].[K+].[K+].O.[NH2:19][C:20]1[N:29]=[C:28]([C:30]([N:32]2[CH2:40][C:39]3[C:34](=[CH:35][CH:36]=[CH:37][CH:38]=3)[CH2:33]2)=[O:31])[C:27]2[C:22](=[CH:23][CH:24]=[C:25](B3OC(C)(C)C(C)(C)O3)[CH:26]=2)[N:21]=1>C(O)C.C1C=CC(P(C2C=CC=CC=2)[C-]2C=CC=C2)=CC=1.C1C=CC(P(C2C=CC=CC=2)[C-]2C=CC=C2)=CC=1.Cl[Pd]Cl.[Fe+2]>[NH2:19][C:20]1[N:29]=[C:28]([C:30]([N:32]2[CH2:33][C:34]3[C:39](=[CH:38][CH:37]=[CH:36][CH:35]=3)[CH2:40]2)=[O:31])[C:27]2[C:22](=[CH:23][CH:24]=[C:25]([C:2]3[CH:7]=[C:6]([F:8])[C:5]([F:9])=[CH:4][C:3]=3[CH2:10][OH:11])[CH:26]=2)[N:21]=1 |f:1.2.3,7.8.9.10|. Procedure details: 43 mg of (2-bromo-4,5-difluorophenyl)methanol, 80 mg of potassium carbonate, 4 μl of water and 16 mg of [1,1′-bis(diphenylphosphino)ferrocene]palladium(II) dichloride are added to a solution of 100 mg of [2-amino-6-(4,4,5,5-tetramethyl-1,3,2-dioxaborolan-2-yl)quinazolin-4-yl]-(1,3-dihydroisoindol-2-yl)methanone in 10 ml of ethanol under argon. The mixture is heated at 120° C. for 30 min; during which a precipitate forms. After cooling to 22° C., 10 ml of water are added, and the precipitate is f...